Dataset: the Open Reaction Database (ORD), a public repository of structured organic reaction records. Task: describe an organic reaction: reactants, conditions, products, and yield Procedure: To a stirred solution of 2-Chloro-4-acetamido-5-iodobenzoic acid methyl ester (2.5 g, 2.8 mmol) in dichloromethane (15.0 mL) were cuprous iodide (0.135 g, 0.71 mmol) and dichloro(bistriphenylphosphine)palladium(II) (0.25 g, 0.31 mmol). The mixture was cooled in an ice bath and added ethynyltrimethylsilane (0.825 g, 8.4 mmol). The resulting mixture was stirred under nitrogen at room temperature for 16 h. The mixture was diluted with dichloromethane (15.0 mL), washed with 5% citric acid, followed ... The product is COC(C1=C(C=C(C(=C1)C#C[Si](C)(C)C)NC(C)=O)Cl)=O (methyl-2-chloro-4-acetamido-5-(2-trimethylsilylethynyl)-benzoate). Reaction SMILES: [CH3:1][O:2][C:3](=[O:16])[C:4]1[CH:9]=[C:8](I)[C:7]([NH:11][C:12](=[O:14])[CH3:13])=[CH:6][C:5]=1[Cl:15].[C:17]([Si:19]([CH3:22])([CH3:21])[CH3:20])#[CH:18]>ClCCl>[CH3:1][O:2][C:3](=[O:16])[C:4]1[CH:9]=[C:8]([C:18]#[C:17][Si:19]([CH3:22])([CH3:21])[CH3:20])[C:7]([NH:11][C:12](=[O:14])[CH3:13])=[CH:6][C:5]=1[Cl:15]. Reaction conditions: time 16 hour. Yield: 209.5%. The reactants are COC(C1=C(C=C(C(=C1)I)NC(C)=O)Cl)=O (2-Chloro-4-acetamido-5-iodobenzoic acid methyl ester), C(#C)[Si](C)(C)C (ethynyltrimethylsilane), cuprous iodide, dichloro(bistriphenylphosphine)palladium(II). The solvent is ClCCl (dichloromethane), ClCCl (dichloromethane). Starting materials: ice, Br[C@@H]1[C@@H]2N(C(=C(C(S2(=O)=O)=C)C)C(=O)OC(C2=CC=CC=C2)C2=CC=CC=C2)C1=O (benzhydryl 7α-bromo-2-methylene-3-methyl-3-cephem-4-carboxylate-1, 1-dioxide), CCCCCC (Hexane), FC(C(=O)O)(F)F (trifluoroacetic acid). Solvent: C1(=CC=CC=C1)OC (anisole). Run at time 1 hour. The product is Br[C@@H]1[C@@H]2N(C(=C(C(S2(=O)=O)=C)C)C(=O)O)C1=O (7α-bromo-2-methylene-3-methyl-3-cephem-4-carboxylic acid-1,1-dioxide). RXN SMILES: [Br:1][C@H:2]1[C:29](=[O:30])[N:4]2[C:5]([C:13]([O:15]C(C3C=CC=CC=3)C3C=CC=CC=3)=[O:14])=[C:6]([CH3:12])[C:7](=[CH2:11])[S:8](=[O:10])(=[O:9])[C@H:3]12.FC(F)(F)C(O)=O.CCCCCC>C1(OC)C=CC=CC=1>[Br:1][C@H:2]1[C:29](=[O:30])[N:4]2[C:5]([C:13]([OH:15])=[O:14])=[C:6]([CH3:12])[C:7](=[CH2:11])[S:8](=[O:10])(=[O:9])[C@H:3]12. Procedure details: To an ice-cooled stirred solution of benzhydryl 7α-bromo-2-methylene-3-methyl-3-cephem-4-carboxylate-1, 1-dioxide (from step D, Example 2, 1.0 g, 2.047 mmol) in dry anisole (10 ml) was added trifluoroacetic acid (4.0 ml) and the mixture was stirred at ice-temperature for 1 hour; solvent was removed under reduced pressure to leave a yellow oil. Hexane was added directly to the yellow oil while a white solid was precipitated out which was collected by filtration (0.549 g, 83%). The reactants are [N+](=[N-])=C (diazomethane), FC=1C=C(C=C(C1O)F)/C=C/C(=O)OCC ((E)-ethyl 3-(3,5-difluoro-4-hydroxyphenyl)acrylate), [N+](=[N-])=C (diazomethane), [OH-].[K+] (potassium hydroxide), CN(C(=N)N[N+](=O)[O-])N=O (N-methyl-N′-nitro-N-nitrosoguanidine), [N+](=[N-])=C (diazomethane). Reagents/catalysts: C(C)(=O)O (acetic acid), C(C)(=O)[O-].[Pd+2].C(C)(=O)[O-] (palladium (II) acetate), C(C)(=O)[O-].[Pd+2].C(C)(=O)[O-] (palladium (II) acetate). The solvent is CCOCC (ether), O (water), CCOCC (ether). Conditions: time 2 minute. Yields the product FC=1C=C(C=C(C1O)F)C1C(C1)C(=O)OCC (ethyl 2-(3,5-difluoro-4-hydroxyphenyl)cyclopropanecarboxylate). As a reaction SMILES: CN(N=O)C(N[N+]([O-])=O)=N.[OH-].[K+].[N+](=[CH2:15])=[N-].[F:16][C:17]1[CH:18]=[C:19](/[CH:25]=[CH:26]/[C:27]([O:29][CH2:30][CH3:31])=[O:28])[CH:20]=[C:21]([F:24])[C:22]=1[OH:23]>CCOCC.O.C(O)(=O)C.C([O-])(=O)C.[Pd+2].C([O-])(=O)C>[F:16][C:17]1[CH:18]=[C:19]([CH:25]2[CH2:15][CH:26]2[C:27]([O:29][CH2:30][CH3:31])=[O:28])[CH:20]=[C:21]([F:24])[C:22]=1[OH:23] |f:1.2,8.9.10|. Procedure: To a mixture of N-methyl-N′-nitro-N-nitrosoguanidine (TCI-America catalogue #M0527, 10 g on a dry weight basis, 0.068 mol) in ether (150 mL) at 0° C. was added a cold solution of potassium hydroxide (12.60 g) in water (21 mL). After stirring for 2 minutes, a portion of the yellow ethereal solution of the resulting diazomethane was added to a solution of ethyl 3-(3,5-difluoro-4-hydroxyphenyl)acrylate (10) (2.28 g, 0.010 mol) in ether (100 mL) at 0° C. A portion of palladium (II) acetate (0.372 g,... Product: O=C(NCc1ccc(Cl)c(Oc2cc(Cl)cc(C#CCO)c2)c1F)c1[nH]cnc1Cl. Reaction SMILES: [Br:1][c:2]1[cH:3][c:4]([O:9][c:10]2[c:11]([F:27])[c:12]([CH2:17][NH:18][C:19](=[O:20])[c:21]3[c:22]([Cl:26])[n:23][cH:24][nH:25]3)[cH:13][cH:14][c:15]2[Cl:16])[cH:5][c:6]([Cl:8])[cH:7]1.[CH2:28]([C:29]#[CH:30])[OH:31].[CH2:32]1[O:33][CH2:34][CH2:35][CH2:36]1.[CH3:37][CH2:38][O:39][C:40]([CH3:41])=[O:42].[Cu:43][I:44]>>[c:2]1([C:30]#[C:29][CH2:28][OH:31])[cH:3][c:4]([O:9][c:10]2[c:11]([F:27])[c:12]([CH2:17][NH:18][C:19](=[O:20])[c:21]3[c:22]([Cl:26])[n:23][cH:24][nH:25]3)[cH:13][cH:14][c:15]2[Cl:16])[cH:5][c:6]([Cl:8])[cH:7]1. Reactants: O=C(NCc1ccc(Cl)c(Oc2cc(Cl)cc(Br)c2)c1F)c1[nH]cnc1Cl, C#CCO, C1CCOC1, CCOC(C)=O, [Cu]I. Reactants: CC#N, Nc1ccn(CCCCO)n1, S=C=Nc1ccccc1. The product is OCCCCn1ccc(NC(=S)Nc2ccccc2)n1. Reaction SMILES: [CH3:21][C:22]#[N:23].[NH2:1][c:2]1[n:3][n:4]([CH2:7][CH2:8][CH2:9][CH2:10][OH:11])[cH:5][cH:6]1.[c:12]1([N:18]=[C:19]=[S:20])[cH:13][cH:14][cH:15][cH:16][cH:17]1>>[NH:1]([c:2]1[n:3][n:4]([CH2:7][CH2:8][CH2:9][CH2:10][OH:11])[cH:5][cH:6]1)[C:19]([NH:18][c:12]1[cH:13][cH:14][cH:15][cH:16][cH:17]1)=[S:20]. RXN SMILES: [NH2:1][CH:2]([C:4]1[CH:9]=[N:8][CH:7]=[CH:6][N:5]=1)[CH3:3].C([O-])([O-])=O.[K+].[K+].[I-].C[N+]1(C)[CH2:23][CH2:22][C:21](=[O:24])[CH2:20][CH2:19]1.C([O-])([O-])=O.[Na+].[Na+]>O.C(O)C>[N:5]1[CH:6]=[CH:7][N:8]=[CH:9][C:4]=1[CH:2]([N:1]1[CH2:23][CH2:22][C:21](=[O:24])[CH2:20][CH2:19]1)[CH3:3] |f:1.2.3,4.5,6.7.8|. Isolated yield 80.0%. Reported procedure: To a stirred mixture of 2-(1-aminoethyl)pyrazine (225 mg), ethanol (10 mL) and K2CO3 (72 mg) heated to reflux was added dropwise over 30 min, a solution of 4 g of 1,1-dimethyl-4-oxopiperidinium iodide (2.1 g) in water (36 mL). When the addition was complete, the mixture was heated under reflux for an additional 2 h, cooled, basified to pH 10 with Na2CO3 and extracted with ethyl acetate (3×100 mL). The combined organic extracts were dried over MgSO4 and concentrated under reduced pressure. Column... Run in O (water), C(C)O (ethanol). Yields the product N1=C(C=NC=C1)C(C)N1CCC(CC1)=O (1-(1-(2-pyrazinyl)-ethyl)-4-oxopiperidine). The reactants are C(=O)([O-])[O-].[Na+].[Na+] (Na2CO3), NC(C)C1=NC=CN=C1 (2-(1-aminoethyl)pyrazine), C(=O)([O-])[O-].[K+].[K+] (K2CO3), [I-].C[N+]1(CCC(CC1)=O)C (1,1-dimethyl-4-oxopiperidinium iodide).